From a dataset of the Open Reaction Database (ORD), a public repository of structured organic reaction records. describe an organic reaction: reactants, conditions, products, and yield The reactants are [Al+3], C1CCOC1, Cl, [H-], [H-], [H-], [H-], [Li+], NC1(C(=O)O)CCOCC1. Yields the product NC1(CO)CCOCC1. Reaction SMILES: [Al+3:2].[CH2:18]1[O:19][CH2:20][CH2:21][CH2:22]1.[ClH:7].[H-:1].[H-:4].[H-:5].[H-:6].[Li+:3].[NH2:8][C:9]1([C:15](=[O:16])[OH:17])[CH2:10][CH2:11][O:12][CH2:13][CH2:14]1>>[NH2:8][C:9]1([CH2:15][OH:16])[CH2:10][CH2:11][O:12][CH2:13][CH2:14]1. The reactants are C(C)(=O)OCC (ethyl acetate), C(C)(=O)NC=1C=CC2=C(C3C(C(O2)(C)C)O3)C1 (6-acetylamino-3,4-epoxy-3,4-dihydro-2,2-dimethyl-2H-1-benzopyran), C1=CC=C(C=C1)CCO (2-phenethyl alcohol), S(O)(O)(=O)=O (sulfuric acid). The solvent is C(C)#N (acetonitrile). Conditions: time 5 hour. Product: C(C)(=O)NC=1C=CC2=C([C@H]([C@@H](C(O2)(C)C)O)OCCC2=CC=CC=C2)C1 (Trans-6-acetylamino-3,4-dihydro-2,2-dimethyl-4-(2-phenylethoxy)-2H-1-benzopyran-3-ol). The yield is 40.0%. RXN SMILES: [C:1]([NH:4][C:5]1[CH:6]=[CH:7][C:8]2[O:13][C:12]([CH3:15])([CH3:14])[CH:11]3[O:16][CH:10]3[C:9]=2[CH:17]=1)(=[O:3])[CH3:2].[CH:18]1[CH:23]=[CH:22][C:21]([CH2:24][CH2:25]O)=[CH:20][CH:19]=1.S(=O)(=O)(O)[OH:28].C(OCC)(=O)C>C(#N)C>[C:1]([NH:4][C:5]1[CH:6]=[CH:7][C:8]2[O:13][C:12]([CH3:14])([CH3:15])[C@@H:11]([OH:28])[C@H:10]([O:16][CH2:25][CH2:24][C:21]3[CH:22]=[CH:23][CH:18]=[CH:19][CH:20]=3)[C:9]=2[CH:17]=1)(=[O:3])[CH3:2]. Procedure: To a solution of 6-acetylamino-3,4-epoxy-3,4-dihydro-2,2-dimethyl-2H-1-benzopyran (0.50 g, 2.1 mmol) and 2-phenethyl alcohol (0.50 mL, 4.2 mol) in acetonitrile (2.5 mL), a catalytic amount of concentrated sulfuric acid was added at the room temperature and stirred at the room temperature for 5 hours. Thereto, ethyl acetate was added, and the formed organic phase was washed with water, an aqueous saturated sodium hydrogencarbonate solution and an aqueous saturated sodium chloride solution, and dr... The reactants are [Br-], C[Mg+], CI, CC(=O)CCOc1cccc(C)c1. Yields the product Cc1cccc(OCCC(C)(C)O)c1. Reaction SMILES: [Br-:1].[CH3:2][Mg+:3].[CH3:4][I:5].[CH3:6][c:7]1[cH:8][c:9]([O:10][CH2:11][CH2:12][C:13]([CH3:14])=[O:15])[cH:16][cH:17][cH:18]1>>[CH3:2][C:13]([CH2:12][CH2:11][O:10][c:9]1[cH:8][c:7]([CH3:6])[cH:18][cH:17][cH:16]1)([CH3:14])[OH:15]. Starting materials: Cl.ClC=1C=C(C=CC1)N1C=NC2=C(C1=N)C(=NN2)NCC2=CC(=CC=C2)OC (5-(3-chloro-phenyl)-1,5-dihydro-4-imino-3-(3-methoxy-benzylamino)-4H-pyrazolo[3,4-d]pyrmidine hydrochloride), Cl.ClC=1C=C(C=CC1)N1C=NC2=C(C1=N)C(=NN2)NCC2=CC(=CC=C2)OC (5-(3-chloro-phenyl)-1,5-dihydro-4-imino-3-(3-methoxy-benzylamino)-4H-pyrazolo[3,4-d]pyrmidine hydrochloride), O1CCOCC1 (dioxane), [OH-].[Na+] (sodium hydroxide). Run in O (water). Conditions: temperature 5 celsius. The product is ClC=1C=C(C=CC1)NC1=C2C(=NC=N1)NN=C2NCC2=CC(=CC=C2)OC (4-(3-Chloro-phenylamino)-3-(3-methoxy-benzylamino)-1H-pyrazolo[3,4-d]-pyrimidine). Reaction SMILES: Cl.[Cl:2][C:3]1[CH:4]=[C:5]([N:9]2[C:14](=[NH:15])[C:13]3[C:16]([NH:19][CH2:20][C:21]4[CH:26]=[CH:25]C=C(OC)[CH:22]=4)=[N:17][NH:18][C:12]=3[N:11]=[CH:10]2)[CH:6]=[CH:7][CH:8]=1.O1[CH2:34][CH2:33][O:32][CH2:31]C1.[OH-].[Na+]>O>[Cl:2][C:3]1[CH:4]=[C:5]([NH:9][C:14]2[N:15]=[CH:10][N:11]=[C:12]3[NH:18][N:17]=[C:16]([NH:19][CH2:20][C:21]4[CH:26]=[CH:25][CH:34]=[C:33]([O:32][CH3:31])[CH:22]=4)[C:13]=23)[CH:6]=[CH:7][CH:8]=1 |f:0.1,3.4|. Reported procedure: A mixture of 0.417 g (1 mmol) of 5-(3-chloro-phenyl)-1,5-dihydro-4-imino-3-(3-methoxy-benzylamino)-4H-pyrazolo[3,4-d]pyrimidine hydrochloride (Example 45, title compound II), 20 ml of dioxane, 19 ml of water and 1 ml of 1N sodium hydroxide solution is heated under reflux for 10 hours. Cooling to approx. 5° C., filtering, washing the filter residue with water and drying under a HV at 120° C. yield the title compound (see Example 45); m.p. 192-193° C. Reactants: [H-].[H-].[H-].[H-].[Li+].[Al+3] (LAH), CCOCC (ether), ClC=1C=CC(=C(C#N)C1)CN1CC(C1)O (5-chloro-2-[(3-hydroxyazetidin-1-yl)methyl]benzonitrile). Solvent: C1CCOC1 (THF). Yields the product ClC=1C=CC(=C(CN)C1)CN1CC(C1)O (5-Chloro-2-[(3-hydroxyazetidin-1-yl)methyl]benzylamine). Isolated yield 70.0%. As a reaction SMILES: [H-].[H-].[H-].[H-].[Li+].[Al+3].CCOCC.[Cl:12][C:13]1[CH:14]=[CH:15][C:16]([CH2:21][N:22]2[CH2:25][CH:24]([OH:26])[CH2:23]2)=[C:17]([CH:20]=1)[C:18]#[N:19]>C1COCC1>[Cl:12][C:13]1[CH:14]=[CH:15][C:16]([CH2:21][N:22]2[CH2:23][CH:24]([OH:26])[CH2:25]2)=[C:17]([CH:20]=1)[CH2:18][NH2:19] |f:0.1.2.3.4.5|. Reported procedure: 1M LAH in ether (11.25 mL, 11.25 mmol) was added to a stirred solution of 5-chloro-2-[(3-hydroxyazetidin-1-yl)methyl]benzonitrile (1.67 g, 7.50 mmol) in THF (70 mL) at 0° C. After 1 h the reaction was quenched with EtOAc (5 ml) and concentrated. The residue was stirred with ether (150 mL) and this was then treated successively with water (0.43 mL), 15% NaOH (0.43 mL) and water (1.29 mL). After stirring for 15 min the mixture was filtered and evaporated to give 5-Chloro-2-[(3-hydroxyazetidin-1-yl... Run in C(C)(=O)OC(C)=O (acetic anhydride). The reagents and catalysts are [Pd] (palladium). Reported procedure: 3,6-bis(2-diethylaminoethoxy)-4,5-dinitroacridine is reduced with hydrogen and palladium catalyst in acetic anhydride as the solvent in the reduction, giving the desired product. Reactants: C(C)N(CCOC=1C=CC2=CC3=CC=C(C(=C3N=C2C1[N+](=O)[O-])[N+](=O)[O-])OCCN(CC)CC)CC (3,6-bis(2-diethylaminoethoxy)-4,5-dinitroacridine), [H][H] (hydrogen). Product: C(C)N(CCOC=1C=CC2=CC3=CC=C(C(=C3N=C2C1NC(C)=O)NC(C)=O)OCCN(CC)CC)CC (3,6-bis(2-diethylaminoethoxy)-4,5-diacetamidoacridine). RXN SMILES: [CH2:1]([N:3]([CH2:35][CH3:36])[CH2:4][CH2:5][O:6][C:7]1[CH:8]=[CH:9][C:10]2[C:19]([C:20]=1[N+:21]([O-])=O)=[N:18][C:17]1[C:12](=[CH:13][CH:14]=[C:15]([O:27][CH2:28][CH2:29][N:30]([CH2:33][CH3:34])[CH2:31][CH3:32])[C:16]=1[N+:24]([O-])=O)[CH:11]=2)[CH3:2].[H][H]>[Pd].C(OC(=O)C)(=O)C>[CH2:1]([N:3]([CH2:35][CH3:36])[CH2:4][CH2:5][O:6][C:7]1[CH:8]=[CH:9][C:10]2[C:19]([C:20]=1[NH:21][C:5](=[O:6])[CH3:4])=[N:18][C:17]1[C:12](=[CH:13][CH:14]=[C:15]([O:27][CH2:28][CH2:29][N:30]([CH2:33][CH3:34])[CH2:31][CH3:32])[C:16]=1[NH:24][C:15](=[O:27])[CH3:14])[CH:11]=2)[CH3:2].